This data is from the Open Reaction Database (ORD), a public repository of structured organic reaction records. The task is: describe an organic reaction: reactants, conditions, products, and yield Starting materials: [BH4-], CC(=O)O, CC#N, CC1=C(C(=O)OCc2ccccc2)CCN1C(C)c1ccccc1, [Na+]. Yields the product CC(c1ccccc1)N1CCC(C(=O)OCc2ccccc2)C1C. Reaction SMILES: [BH4-:5].[CH3:1][C:2](=[O:3])[OH:4].[CH3:31][C:32]#[N:33].[CH3:7][C:8]1=[C:12]([C:13](=[O:14])[O:15][CH2:16][c:17]2[cH:18][cH:19][cH:20][cH:21][cH:22]2)[CH2:11][CH2:10][N:9]1[CH:23]([CH3:24])[c:25]1[cH:26][cH:27][cH:28][cH:29][cH:30]1.[Na+:6]>>[CH3:7][CH:8]1[N:9]([CH:23]([CH3:24])[c:25]2[cH:26][cH:27][cH:28][cH:29][cH:30]2)[CH2:10][CH2:11][CH:12]1[C:13](=[O:14])[O:15][CH2:16][c:17]1[cH:18][cH:19][cH:20][cH:21][cH:22]1. The reactants are 61, NC1=C(C(=O)N)C=C(C=C1)Cl (2-amino-5-chlorobenzamide), COC=1C=C(C=O)C=CC1 (3-methoxybenzaldehyde). Product: COC=1C=C(C=CC1)C1=NC2=CC=C(C=C2C(N1)=O)Cl (2-(3′-Methoxyphenyl)-6-chloro-4-quinazolinone), COC=1C=C(C=CC1)C1NC2=CC=C(C=C2C(N1)=O)Cl (2,3-Dihydro-2-(3′-methoxyphenyl)-6-chloro-4-quinazolinone). Isolated yield 95.0%. Reaction SMILES: [NH2:1][C:2]1[CH:10]=[CH:9][C:8]([Cl:11])=[CH:7][C:3]=1[C:4]([NH2:6])=[O:5].[CH3:12][O:13][C:14]1[CH:15]=[C:16]([CH:19]=[CH:20][CH:21]=1)[CH:17]=O>>[CH3:12][O:13][C:14]1[CH:15]=[C:16]([C:17]2[NH:6][C:4](=[O:5])[C:3]3[C:2](=[CH:10][CH:9]=[C:8]([Cl:11])[CH:7]=3)[N:1]=2)[CH:19]=[CH:20][CH:21]=1.[CH3:12][O:13][C:14]1[CH:15]=[C:16]([CH:17]2[NH:6][C:4](=[O:5])[C:3]3[C:2](=[CH:10][CH:9]=[C:8]([Cl:11])[CH:7]=3)[NH:1]2)[CH:19]=[CH:20][CH:21]=1. Reported procedure: According to the preparation of 61 (Method B), 2-amino-5-chlorobenzamide (31) (1.0 g, 5.9 mmol) and 3-methoxybenzaldehyde (34) (0.8 g, 5.9 mmol) were used to afford 50 (20.0 mg, 1.1%) and 68 (1.6 g, 95.0%) as colorless powder. Reactants: O (water), ClC1=CC=C(C=C1)C=1C2=C(NN1)C1=CC=CC=C1C2=O (3-(4-Chlorophenyl)indeno[1,2-c]pyrazol-4(1H)-one), IC (iodomethane), [H-].[Na+] (Sodium hydride). The solvent is CN(C=O)C (N,N-dimethylformamide). Run at time 30 minute. Product: ClC1=CC=C(C=C1)C1=C2C(N(N1)C)=C1C=CC=CC1=C2 (3-(4-chlorophenyl)-1-methylindeno [1,2-c]pyrazol). RXN SMILES: [Cl:1][C:2]1[CH:7]=[CH:6][C:5]([C:8]2[C:9]3[C:19](=O)[C:18]4[C:13](=[CH:14][CH:15]=[CH:16][CH:17]=4)[C:10]=3[NH:11][N:12]=2)=[CH:4][CH:3]=1.[H-].[Na+].I[CH3:24].O>CN(C)C=O>[Cl:1][C:2]1[CH:7]=[CH:6][C:5]([C:8]2[NH:12][N:11]([CH3:24])[C:10]3=[C:13]4[C:18](=[CH:19][C:9]=23)[CH:17]=[CH:16][CH:15]=[CH:14]4)=[CH:4][CH:3]=1 |f:1.2|. Reported procedure: 3-(4-Chlorophenyl)indeno[1,2-c]pyrazol-4(1H)-one (0.68 g) was dissolved in N,N-dimethylformamide (30 ml) under nitrogen at 20° C. Sodium hydride (106 mg, of a 60% dispersion in mineral oil) was added and the mixture was stirred for 30 minutes, then iodomethane (0.38 g) was added. The mixture was stirred at 20° C. for 2 hours and then poured into water (50 ml). A yellow solid was collected by filtration and washed with petroleum ether (25 ml). The solid was dissolved in hot ethyl acetate and pre-... Reactants: FC(CN)F (2,2-Difluoro-ethylamine), C(C)OC(C1=C(C=C(C(=C1)[N+](=O)[O-])F)F)=O (ethyl-2,4-difluoro-5-nitro-benzoate), O (Water). The product is C(C)OC(C1=C(C=C(C(=C1)[N+](=O)[O-])NCC(F)F)F)=O (Ethyl-2-fluoro-4-(2,2-difluoro-ethylamino)-5-nitro-benzoate). RXN SMILES: [F:1][CH:2]([F:5])[CH2:3][NH2:4].[CH2:6]([O:8][C:9](=[O:21])[C:10]1[CH:15]=[C:14]([N+:16]([O-:18])=[O:17])[C:13](F)=[CH:12][C:11]=1[F:20])[CH3:7].O>C1COCC1>[CH2:6]([O:8][C:9](=[O:21])[C:10]1[CH:15]=[C:14]([N+:16]([O-:18])=[O:17])[C:13]([NH:4][CH2:3][CH:2]([F:5])[F:1])=[CH:12][C:11]=1[F:20])[CH3:7]. Run in C1CCOC1 (THF). Procedure details: 2,2-Difluoro-ethylamine (2.4 g, 29.8 mmol) in THF is added at 0° C. to ethyl-2,4-difluoro-5-nitro-benzoate (4.6 g, 20 mmol) and it is stirred overnight at rt. Water is added to the mixture and the mixture is concentrated. The precipitate is filtered, washed with water and dried with P2O5 in vacuo. Yield: 3.8 g (66%). Reaction conditions: time 8 hour. RXN SMILES: [Br:1][C:2]1[C:3]([Cl:29])=[C:4]([C:8]2[O:9][C:10]3[C:15]([C:16](=[O:18])[CH:17]=2)=[C:14]([OH:19])[CH:13]=[C:12]([OH:20])[C:11]=3[C@@H:21]2[CH2:25][CH2:24][N:23]([CH3:26])[C@H:22]2[CH2:27][OH:28])[CH:5]=[CH:6][CH:7]=1.Cl>CO>[ClH:29].[Br:1][C:2]1[C:3]([Cl:29])=[C:4]([C:8]2[O:9][C:10]3[C:15]([C:16](=[O:18])[CH:17]=2)=[C:14]([OH:19])[CH:13]=[C:12]([OH:20])[C:11]=3[C@@H:21]2[CH2:25][CH2:24][N:23]([CH3:26])[C@H:22]2[CH2:27][OH:28])[CH:5]=[CH:6][CH:7]=1 |f:3.4|. Yields the product Cl.BrC=1C(=C(C=CC1)C=1OC2=C(C(=CC(=C2C(C1)=O)O)O)[C@H]1[C@@H](N(CC1)C)CO)Cl ((+)-trans-2-(3-Bromo-2-chloro-phenyl)-5,7-dihydroxy-8-(2-hydroxymethyl-1-methyl-pyrrolidin-3-yl)-chromen-4-one hydrochloride). Procedure: The compound of example 29 (0.120 g, 0.24 mmol) was suspended in methanol (2 mL) and treated with ethereal HCl and the organic solvent was evaporated to afford the title salt. Run in CO (methanol). The reactants are BrC=1C(=C(C=CC1)C=1OC2=C(C(=CC(=C2C(C1)=O)O)O)[C@H]1[C@@H](N(CC1)C)CO)Cl ((+)-trans-2-(3-Bromo-2-chloro-phenyl)-5,7-dihydroxy-8-(2-hydroxymethyl-1-methyl-pyrrolidin-3-yl)-chromen-4-one), Cl (HCl). Reactants: Cc1cnc2c(O)cccc2n1, FC(F)(F)c1ccc(-c2cc(Cl)ncn2)cc1, [H-], [Na+], CN(C)C=O. Product: Cc1cnc2c(Oc3cc(-c4ccc(C(F)(F)F)cc4)ncn3)cccc2n1. RXN SMILES: [CH3:18][c:19]1[n:20][c:21]2[cH:22][cH:23][cH:24][c:25]([OH:29])[c:26]2[n:27][cH:28]1.[Cl:1][c:2]1[n:3][cH:4][n:5][c:6](-[c:8]2[cH:9][cH:10][c:11]([C:14]([F:15])([F:16])[F:17])[cH:12][cH:13]2)[cH:7]1.[H-:30].[Na+:31].[O:32]=[CH:33][N:34]([CH3:35])[CH3:36]>>[c:2]1([O:29][c:25]2[cH:24][cH:23][cH:22][c:21]3[n:20][c:19]([CH3:18])[cH:28][n:27][c:26]32)[n:3][cH:4][n:5][c:6](-[c:8]2[cH:9][cH:10][c:11]([C:14]([F:15])([F:16])[F:17])[cH:12][cH:13]2)[cH:7]1.